From a dataset of the Open Reaction Database (ORD), a public repository of structured organic reaction records. describe an organic reaction: reactants, conditions, products, and yield The reactants are ClCCO (2-chloroethanol), C(C)(C)(C)C=1C=C(C2=C(C(C(O2)=O)C2=CC=C(C=C2)O)C1)C(C)(C)C (5,7-di-tert-butyl-3-(4-hydroxyphenyl)benzofuran-2-one), Cl (hydrochloric acid). The solvent is [OH-].[Na+] (sodium hydroxide). Run at temperature 80 celsius, time 1 hour. The product is C(C)(C)(C)C=1C=C(C2=C(C(C(O2)=O)C2=CC=C(C=C2)OCCO)C1)C(C)(C)C (5,7-di-tert-butyl-3-[4-(2-hydroxyethoxy)phenyl]-benzofuran-2-one). The yield is 61.2%. Reaction SMILES: Cl[CH2:2][CH2:3][OH:4].[C:5]([C:9]1[CH:10]=[C:11]([C:26]([CH3:29])([CH3:28])[CH3:27])[C:12]2[O:16][C:15](=[O:17])[CH:14]([C:18]3[CH:23]=[CH:22][C:21]([OH:24])=[CH:20][CH:19]=3)[C:13]=2[CH:25]=1)([CH3:8])([CH3:7])[CH3:6].Cl>[OH-].[Na+]>[C:5]([C:9]1[CH:10]=[C:11]([C:26]([CH3:29])([CH3:28])[CH3:27])[C:12]2[O:16][C:15](=[O:17])[CH:14]([C:18]3[CH:19]=[CH:20][C:21]([O:24][CH2:2][CH2:3][OH:4])=[CH:22][CH:23]=3)[C:13]=2[CH:25]=1)([CH3:8])([CH3:7])[CH3:6] |f:3.4|. Reported procedure: 1.0 ml (15.0 mmol) of 2-chloroethanol is added to a solution of 3.38 g (10.0 mmol) of 5,7-di-tert-butyl-3-(4-hydroxyphenyl)benzofuran-2-one in 30 ml of 1N sodium hydroxide solution heated to 80° C. The reaction mixture is then maintained at 80° C. for 2 hours, 50 ml of 1N hydrochloric acid are added, stirring is continued for 1 hour, the mixture is cooled, and the product is extracted with dichloromethane. The organic phases are washed with water, combined, dried over sodium sulfate and concentr... Reactants: BrC=1C=CC=C2C=CNC12 (7-bromo-1H-indole), C(C)(=O)C1=CC=C(C=C1)B(O)O (4-acetylphenylboronic acid). Product: N1C=CC2=CC=CC(=C12)C1=CC=C(C=C1)C(C)=O (1-[4-(1H-INDOL-7-YL)PHENYL]ETHANONE). Reaction SMILES: Br[C:2]1[CH:3]=[CH:4][CH:5]=[C:6]2[C:10]=1[NH:9][CH:8]=[CH:7]2.[C:11]([C:14]1[CH:19]=[CH:18][C:17](B(O)O)=[CH:16][CH:15]=1)(=[O:13])[CH3:12]>>[NH:9]1[C:10]2[C:6](=[CH:5][CH:4]=[CH:3][C:2]=2[C:17]2[CH:18]=[CH:19][C:14]([C:11](=[O:13])[CH3:12])=[CH:15][CH:16]=2)[CH:7]=[CH:8]1. Procedure: Prepared by Procedure I and Scheme T using 7-bromo-1H-indole and 4-acetylphenylboronic acid: ESMS m/e: 235.2 (M+H)+.